From a dataset of the Open Reaction Database (ORD), a public repository of structured organic reaction records. describe an organic reaction: reactants, conditions, products, and yield Starting materials: C1(=CC=CC=C1)C(C1=CNC2=CN=CC=C21)=NOCCNC(OC(C)(C)C)=O (tert-Butyl 2-[[[phenyl(1H-pyrrolo[2,3-c]pyridin-3-yl)methylene]amino]oxy]ethylcarbamate), FC(C(=O)O)(F)F (trifluoroacetic acid). Run in C(Cl)Cl (methylene chloride). Run at time 6 hour. The product is NCCON=C(C1=CNC2=CN=CC=C21)C2=CC=CC=C2 (phenyl(1H-pyrrolo[2,3-c]pyridin-3-yl)methanone O-(2-aminoethyl)oxime). Yield: 83.5%. Reaction SMILES: [C:1]1([C:7](=[N:17][O:18][CH2:19][CH2:20][NH:21]C(=O)OC(C)(C)C)[C:8]2[C:16]3[C:11](=[CH:12][N:13]=[CH:14][CH:15]=3)[NH:10][CH:9]=2)[CH:6]=[CH:5][CH:4]=[CH:3][CH:2]=1.FC(F)(F)C(O)=O>C(Cl)Cl>[NH2:21][CH2:20][CH2:19][O:18][N:17]=[C:7]([C:1]1[CH:6]=[CH:5][CH:4]=[CH:3][CH:2]=1)[C:8]1[C:16]2[C:11](=[CH:12][N:13]=[CH:14][CH:15]=2)[NH:10][CH:9]=1. Reported procedure: A mixture of tert-butyl 2-[[[phenyl(1H-pyrrolo[2,3-c]pyridin-3-yl)methylene]amino]oxy]ethylcarbamate (Example 111) (385.8 mg, 0.94 mmol), trifluoroacetic acid (4 mL) and methylene chloride (2 mL) was stirred at room temperature for 6 h. The solvent was removed in vacuo. The crude material was purified and free based using SCX-2 to give phenyl(1H-pyrrolo[2,3-c]pyridin-3-yl)methanone O-(2-aminoethyl)oxime (220 mg, 84%) as an off-white foam: 1H NMR (500 MHz, CD3OD) δ2.97-3.02 (2H, m), 3.20-3.31 (2H... The reactants are C(C)(=O)NC=1SC=CC1C(C1=C(C=CC=C1)F)=O (2-acetylamino-3-(o-fluorobenzoyl)thiophene), [H-].[Na+] (sodium hydride), CN(C=O)C (dimethylformamide), CI (methyl iodide), CN(C=O)C (dimethylformamide), O (water). Run at time 30 minute. The product is CN(S1C=C(C=C1)C(C1=C(C=CC=C1)F)=O)C(C)=O (N-methyl-1-acetylamino-3-(o-fluorobenzoyl)thiophene). Reaction SMILES: C(N[C:5]1[S:6][CH:7]=[CH:8][C:9]=1[C:10](=[O:18])[C:11]1[CH:16]=[CH:15][CH:14]=[CH:13][C:12]=1[F:17])(=O)C.[H-].[Na+].[CH3:21]I.O.[CH3:24][N:25](C)[CH:26]=[O:27]>>[CH3:24][N:25]([C:26](=[O:27])[CH3:21])[SH:6]1[CH:7]=[CH:8][C:9]([C:10](=[O:18])[C:11]2[CH:16]=[CH:15][CH:14]=[CH:13][C:12]=2[F:17])=[CH:5]1 |f:1.2|. Procedure: To a solution of 1.0 g of 2-acetylamino-3-(o-fluorobenzoyl)thiophene in 10 ml of dimethylformamide is added 0.220 g of 63 % sodium hydride. The mixture is stirred at room temperature for 30 minutes. Then 1.0 g of methyl iodide in 1 ml of dimethylformamide is added thereto. The mixture is stirred at room temperature overnight, then poured into water, and extracted with benzene. The benzene extracts are washed with water, dried over sodium sulfate, and the solvent is removed under reduced pressure... The reactants are CC(C)(C)OC(=O)c1c(-c2ccc(Cl)cc2)nsc1-c1ccccc1, ClCCl, O=C(O)C(F)(F)F. Yields the product O=C(O)c1c(-c2ccc(Cl)cc2)nsc1-c1ccccc1. RXN SMILES: [C:1]([CH3:2])([CH3:3])([CH3:4])[O:5][C:6](=[O:7])[c:8]1[c:9](-[c:19]2[cH:20][cH:21][c:22]([Cl:25])[cH:23][cH:24]2)[n:10][s:11][c:12]1-[c:13]1[cH:14][cH:15][cH:16][cH:17][cH:18]1.[Cl:33][CH2:34][Cl:35].[F:26][C:27]([F:28])([F:29])[C:30]([OH:31])=[O:32]>>[O:5]=[C:6]([OH:7])[c:8]1[c:9](-[c:19]2[cH:20][cH:21][c:22]([Cl:25])[cH:23][cH:24]2)[n:10][s:11][c:12]1-[c:13]1[cH:14][cH:15][cH:16][cH:17][cH:18]1.